This data is from the Open Reaction Database (ORD), a public repository of structured organic reaction records. The task is: describe an organic reaction: reactants, conditions, products, and yield Reactants: Cl.N1CCC(CC1)OC1=CC(=C(C=C1)CC(=O)N1CCC(CC1)N1C(OCC2=C1C=CC=C2)=O)OCC(F)(F)F (1-(1-(4-(4-piperidinyloxy)-2-(2,2,2-trifluoroethoxy)phenylacetyl)piperidin-4-yl)-4H-3,1-benzoxazin-2(1H)-one hydrochloride), CN(C(=O)Cl)C (dimethylcarbamoyl chloride), CCN(C(C)C)C(C)C (DIEA). Run in C(Cl)Cl (CH2Cl2). Run at time 6 hour. Yields the product CN(C(=O)N1CCC(CC1)OC1=CC(=C(C=C1)CC(=O)N1CCC(CC1)N1C(OCC2=C1C=CC=C2)=O)OCC(F)(F)F)C (1-(1-(4-(1-dimethylaminocarbonyl-4-piperidinyloxy)-2-(2,2,2-trifluoroethoxy)-phenylacetyl)piperidin-4-yl)-4H-3.1-benzoxazin-2(1H)-one). Reaction SMILES: Cl.[NH:2]1[CH2:7][CH2:6][CH:5]([O:8][C:9]2[CH:14]=[CH:13][C:12]([CH2:15][C:16]([N:18]3[CH2:23][CH2:22][CH:21]([N:24]4[C:29]5[CH:30]=[CH:31][CH:32]=[CH:33][C:28]=5[CH2:27][O:26][C:25]4=[O:34])[CH2:20][CH2:19]3)=[O:17])=[C:11]([O:35][CH2:36][C:37]([F:40])([F:39])[F:38])[CH:10]=2)[CH2:4][CH2:3]1.[CH3:41][N:42]([CH3:46])[C:43](Cl)=[O:44].CCN(C(C)C)C(C)C>C(Cl)Cl>[CH3:41][N:42]([CH3:46])[C:43]([N:2]1[CH2:3][CH2:4][CH:5]([O:8][C:9]2[CH:14]=[CH:13][C:12]([CH2:15][C:16]([N:18]3[CH2:23][CH2:22][CH:21]([N:24]4[C:29]5[CH:30]=[CH:31][CH:32]=[CH:33][C:28]=5[CH2:27][O:26][C:25]4=[O:34])[CH2:20][CH2:19]3)=[O:17])=[C:11]([O:35][CH2:36][C:37]([F:40])([F:38])[F:39])[CH:10]=2)[CH2:6][CH2:7]1)=[O:44] |f:0.1|. Reported procedure: To a solution of 1-(1-(4-(4-piperidinyloxy)-2-(2,2,2-trifluoroethoxy)phenylacetyl)piperidin-4-yl)-4H-3,1-benzoxazin-2(1H)-one hydrochloride (0.20 g, 0.35 mmol) from Example 2 in CH2Cl2 (20 mL) was added dimethylcarbamoyl chloride (0.042 g, 0.39 mmol) and DIEA (0.14 mL, 0.80 mmol). The solution was stirred at ambient temperature for 6 h and the solvent was removed under reduced pressure. The residue was dissolved in EtOAc (50 mL) and washed with 0.25 M aqueous citric acid (25 mL), H2O (25 mL), an... Starting materials: C(C)(C)[N-]C(C)C.[Li+] (lithium diisopropylamide), ClC=1C=C(C=CC1)C1=C2CCC(C2=CC=C1)=O (4-(3-chlorophenyl)-2,3-dihydro-1H-inden-1-one), BrCC1=CC=C(C(=O)OC)C=C1 (methyl 4-(bromomethyl)benzoate). Solvent: C1CCOC1 (THF), C1CCOC1 (THF). Conditions: temperature 0 celsius, time 1 hour. Product: ClC=1C=C(C=CC1)C1=C2CC(C(C2=CC=C1)=O)CC1=CC=C(C(=O)OC)C=C1 (methyl 4-((4-(3-chlorophenyl)-1-oxo-2,3-dihydro-1H-inden-2-yl)methyl)benzoate). The yield is 5.3%. Reaction SMILES: C([N-]C(C)C)(C)C.[Li+].[Cl:9][C:10]1[CH:11]=[C:12]([C:16]2[CH:24]=[CH:23][CH:22]=[C:21]3[C:17]=2[CH2:18][CH2:19][C:20]3=[O:25])[CH:13]=[CH:14][CH:15]=1.Br[CH2:27][C:28]1[CH:37]=[CH:36][C:31]([C:32]([O:34][CH3:35])=[O:33])=[CH:30][CH:29]=1>C1COCC1>[Cl:9][C:10]1[CH:11]=[C:12]([C:16]2[CH:24]=[CH:23][CH:22]=[C:21]3[C:17]=2[CH2:18][CH:19]([CH2:27][C:28]2[CH:37]=[CH:36][C:31]([C:32]([O:34][CH3:35])=[O:33])=[CH:30][CH:29]=2)[C:20]3=[O:25])[CH:13]=[CH:14][CH:15]=1 |f:0.1|. Procedure: A solution of lithium diisopropylamide (2.0 M in THF, 0.49 mL, 0.98 mmol) was added to a solution of 4-(3-chlorophenyl)-2,3-dihydro-1H-inden-1-one (235 mg, 0.97 mmol) in THF (3.3 mL) at −78° C. After 1 h at −78° C., a solution of methyl 4-(bromomethyl)benzoate (229 mg, 1.0 mmol) in THF (1.7 mL) was added via cannula. After 1 h at −78° C., the mixture was allowed to slowly warm to 0° C. After 1 h at 0° C., the reaction was quenched with saturated aqueous NH4Cl (50 mL) and extracted with EtOAc (3×... Reported procedure: To a solution of potassium t-butoxide (3.53 g, 29 mmol) in THF was added a solution of 2-phenylmethyl-4-isopropyl-1,2,5-thiadiazolidin-3-one 1,1-dioxide (7.7 g, 29 mmol) in THF at 0° C. and the mixture was stirred at this temperature for 1 hour. To the mixture was added methyl iodide (20.38 g, 0.143 mol) and the resulting mixture was allowed to stir at room temperature for 2.5 hours. The resulting mixture was quenched with brine, extracted with ether, and the organic layer was washed with brine.... RXN SMILES: [CH3:1]C(C)([O-])C.[K+].[C:7]1([CH2:13][N:14]2[C:18](=[O:19])[CH:17]([CH:20]([CH3:22])[CH3:21])[NH:16][S:15]2(=[O:24])=[O:23])[CH:12]=[CH:11][CH:10]=[CH:9][CH:8]=1.CI>C1COCC1>[C:7]1([CH2:13][N:14]2[C:18](=[O:19])[CH:17]([CH:20]([CH3:21])[CH3:22])[N:16]([CH3:1])[S:15]2(=[O:23])=[O:24])[CH:8]=[CH:9][CH:10]=[CH:11][CH:12]=1 |f:0.1|. Starting materials: CI (methyl iodide), CC(C)([O-])C.[K+] (potassium t-butoxide), C1(=CC=CC=C1)CN1S(NC(C1=O)C(C)C)(=O)=O (2-phenylmethyl-4-isopropyl-1,2,5-thiadiazolidin-3-one 1,1-dioxide). Conditions: time 1 hour. Solvent: C1CCOC1 (THF), C1CCOC1 (THF). Yields the product C1(=CC=CC=C1)CN1S(N(C(C1=O)C(C)C)C)(=O)=O (2-phenylmethyl-4-isopropyl-5-methyl-1,2,5-thiadiazolidin-3-one 1,1-dioxide). Yield: 86.7%. Reactants: [N+](=O)([O-])C1=C(C(=CC=C1)OCC1=CC=CC=C1)O (2-nitro-6-benzyloxy phenol), [Sn](Cl)Cl (tin (II) chloride), [OH-].[Na+] (NaOH). Run in C(C)O (ethanol). Run at temperature 80 celsius, time 2 hour. The product is NC1=C(C(=CC=C1)OCC1=CC=CC=C1)O (2-amino-6-benzyloxy phenol). The yield is 153.0%. As a reaction SMILES: [N+:1]([C:4]1[CH:9]=[CH:8][CH:7]=[C:6]([O:10][CH2:11][C:12]2[CH:17]=[CH:16][CH:15]=[CH:14][CH:13]=2)[C:5]=1[OH:18])([O-])=O.[Sn](Cl)Cl.[OH-].[Na+]>C(O)C>[NH2:1][C:4]1[CH:9]=[CH:8][CH:7]=[C:6]([O:10][CH2:11][C:12]2[CH:13]=[CH:14][CH:15]=[CH:16][CH:17]=2)[C:5]=1[OH:18] |f:2.3|. Procedure details: A mixture of 2-nitro-6-benzyloxy phenol (1.00 g, 4.10 mmol) and tin (II) chloride (2.75 g, 12.2 mmol) in ethanol(150 mL) was heated at 80° C. under argon. After 2 hours, the starting material had disappeared and the solution was allowed to cool down and then poured into ice. The pH was made slightly basic (pH7-8), by addition of solid NaOH, before being extracted with ethyl acetate. The organic phase was washed with brine, dried over MgSO4 and filtered. The solvent was evaporated and chromatogra... Product: ClC=1C(=CC(=C(C1)B1OC(C(O1)(C)C)(C)C)C)S(=O)(=O)C (2-(5-Chloro-2-methyl-4-(methylsulfonyl)phenyl)-4,4,5,5-tetramethyl-1,3,2-dioxaborolane). Procedure: The title compound was prepared by a method analogous to that described for 2-(5-fluoro-2-methyl-4-(methylsulfonyl)phenyl)-4,4,5,5-tetramethyl-1,3,2-dioxaborolane (Steps 1-5 of Example 223), using 2-chloro-5-methylphenol as the starting material. MS (ESI, pos. ion) m/z: 353.0 (M+Na). As a reaction SMILES: F[C:2]1[C:3]([S:18]([CH3:21])(=[O:20])=[O:19])=[CH:4][C:5]([CH3:17])=[C:6]([B:8]2[O:12][C:11]([CH3:14])([CH3:13])[C:10]([CH3:16])([CH3:15])[O:9]2)[CH:7]=1.[Cl:22]C1C=CC(C)=CC=1O>>[Cl:22][C:2]1[C:3]([S:18]([CH3:21])(=[O:20])=[O:19])=[CH:4][C:5]([CH3:17])=[C:6]([B:8]2[O:12][C:11]([CH3:14])([CH3:13])[C:10]([CH3:16])([CH3:15])[O:9]2)[CH:7]=1. Starting materials: FC=1C(=CC(=C(C1)B1OC(C(O1)(C)C)(C)C)C)S(=O)(=O)C (2-(5-fluoro-2-methyl-4-(methylsulfonyl)phenyl)-4,4,5,5-tetramethyl-1,3,2-dioxaborolane), ClC1=C(C=C(C=C1)C)O (2-chloro-5-methylphenol). Reactants: FC(C(=O)O)(F)F (trifluoroacetic acid), OC=1C=C(C=CC1O)NC(CNS(=O)(=O)NC(=O)N1C([C@H](C1)NC(OCC1=CC=CC=C1)=O)=O)=O ((S)-[1[[[[[2-[(3,4-dihydroxyphenyl)amino]-2-oxoethyl]amino]sulfonyl]amino]carbonyl]-2-oxo-3-azetidinyl]carbamic acid, phenylmethyl ester), CCOCC (ether). The solvent is C1(=CC=CC=C1)SC (thioanisole). Reaction conditions: time 8 hour. Yields the product FC(C(=O)O)(F)F.N[C@@H]1C(N(C1)C(=O)NS(=O)(=O)NCC(=O)NC1=CC(=C(C=C1)O)O)=O ((S)-3-Amino-N-[[[2-[(3,4-dihydroxyphenyl)amino]-2-oxoethyl]amino]sulfonyl]-2-oxo-1-azetidinecarboxamide, trifluoroacetate salt). RXN SMILES: [OH:1][C:2]1[CH:3]=[C:4]([NH:9][C:10](=[O:35])[CH2:11][NH:12][S:13]([NH:16][C:17]([N:19]2[CH2:22][C@H:21]([NH:23]C(=O)OCC3C=CC=CC=3)[C:20]2=[O:34])=[O:18])(=[O:15])=[O:14])[CH:5]=[CH:6][C:7]=1[OH:8].[F:36][C:37]([F:42])([F:41])[C:38]([OH:40])=[O:39].CCOCC>C1(SC)C=CC=CC=1>[F:36][C:37]([F:42])([F:41])[C:38]([OH:40])=[O:39].[NH2:23][C@H:21]1[CH2:22][N:19]([C:17]([NH:16][S:13]([NH:12][CH2:11][C:10]([NH:9][C:4]2[CH:5]=[CH:6][C:7]([OH:8])=[C:2]([OH:1])[CH:3]=2)=[O:35])(=[O:15])=[O:14])=[O:18])[C:20]1=[O:34] |f:4.5|. Reported procedure: To a suspension of 1.4 g (2.76 mmol) of (S)-[1[[[[[2-[(3,4-dihydroxyphenyl)amino]-2-oxoethyl]amino]sulfonyl]amino]carbonyl]-2-oxo-3-azetidinyl]carbamic acid, phenylmethyl ester in 1.1 g of thioanisole was added 3 ml of trifluoroacetic acid and the mixture was stirred overnight at room temperature. 50 ml of ether was added and the resulting crystals were filtered off, washed twice with ether and finally triturated with dichloromethane; yield: 1.22 g.